Dataset: the Open Reaction Database (ORD), a public repository of structured organic reaction records. Task: describe an organic reaction: reactants, conditions, products, and yield Reactants: 1-L, C(C)(=O)O[BH-](OC(C)=O)OC(C)=O.[Na+] (sodium triacetoxyborohydride), OCCC#CC=1C=C(C=O)C=CC1 (3-(4-Hydroxy-but-1-ynyl)-benzaldehyde), [OH-].[Na+] (NaOH), N1CCOCC1 (Morpholine). The solvent is ClCCl (dichloromethane), O (water). Run at time 8 hour. Product: N1(CCOCC1)CC=1C=C(C=CC1)C#CCCO (4-(3-Morpholin-4-ylmethyl-phenyl)-but-3-yn-1-ol). As a reaction SMILES: [OH:1][CH2:2][CH2:3][C:4]#[C:5][C:6]1[CH:7]=[C:8]([CH:11]=[CH:12][CH:13]=1)[CH:9]=O.[NH:14]1[CH2:19][CH2:18][O:17][CH2:16][CH2:15]1.C(O[BH-](OC(=O)C)OC(=O)C)(=O)C.[Na+].[OH-].[Na+]>O.ClCCl>[N:14]1([CH2:9][C:8]2[CH:7]=[C:6]([C:5]#[C:4][CH2:3][CH2:2][OH:1])[CH:13]=[CH:12][CH:11]=2)[CH2:19][CH2:18][O:17][CH2:16][CH2:15]1 |f:2.3,4.5|. Procedure details: A 1-L, 3-necked round-bottom flask was equipped with a mechanical stirrer, a rubber septum with a nitrogen inlet and a stopper. The flask was charged with the product of Example 5 (14.6 g) and dichloromethane (250 mL). Morpholine (8.85 mL) was added, and then to this well-stirred reaction mixture was added sodium triacetoxyborohydride (32 g) in 4 equal portions. After the addition, the reaction mixture was stirred at room temperature overnight. Aqueous NaOH (10% w/v, 75 mL) was added, and the re... Reaction SMILES: [NH:1]1[C:5]2[CH:6]=[CH:7][CH:8]=[CH:9][C:4]=2[N:3]=[C:2]1[O:10][C:11]1[CH:16]=[CH:15][C:14]([C:17]2[C:18]3[N:28]=[CH:27][CH:26]=[CH:25][C:19]=3[N:20]3[C:24]=2[CH2:23][CH2:22][CH2:21]3)=[CH:13][CH:12]=1.[C:29]([O-])([O-])=O.[K+].[K+].CI.C([O-])(O)=O.[Na+]>CN(C=O)C>[CH3:29][N:1]1[C:5]2[CH:6]=[CH:7][CH:8]=[CH:9][C:4]=2[N:3]=[C:2]1[O:10][C:11]1[CH:16]=[CH:15][C:14]([C:17]2[C:18]3[N:28]=[CH:27][CH:26]=[CH:25][C:19]=3[N:20]3[C:24]=2[CH2:23][CH2:22][CH2:21]3)=[CH:13][CH:12]=1 |f:1.2.3,5.6|. Procedure details: To a mixture of 9-[4-(1H-benzimidazol-2-yloxy)phenyl]-7,8-dihydro-6H-pyrido[2,3-b]pyrrolizine (70 mg) and K2CO3 (79 mg) in DMF (1 mL) was added MeI (0.024 mL). The mixture was stirred at 40° C. overnight. The mixture was poured into saturated NaHCO3 aqueous solution and extracted with AcOEt. The organic layer was separated, washed with brine, dried over Na2SO4 and concentrated under reduced pressure. The residue was purified by silica gel column chromatography (AcOEt/hexane) to give the title co... Yield: 52.4%. Product: CN1C(=NC2=C1C=CC=C2)OC2=CC=C(C=C2)C=2C1=C(N3CCCC23)C=CC=N1 (9-{4-[(1-Methyl-1H-benzimidazol-2-yl)oxy]phenyl}-7,8-dihydro-6H-pyrido[2,3-b]pyrrolizine). The reactants are C(=O)(O)[O-].[Na+] (NaHCO3), N1C(=NC2=C1C=CC=C2)OC2=CC=C(C=C2)C=2C1=C(N3CCCC23)C=CC=N1 (9-[4-(1H-benzimidazol-2-yloxy)phenyl]-7,8-dihydro-6H-pyrido[2,3-b]pyrrolizine), C(=O)([O-])[O-].[K+].[K+] (K2CO3), CI (MeI). Conditions: temperature 40 celsius, time 8 hour. Solvent: CN(C)C=O (DMF). Starting materials: Cc1ccccc1, CCOCC, OCc1cc(Cl)nc(Cl)c1, O, O=S(Cl)Cl, c1ccncc1. Yields the product ClCc1cc(Cl)nc(Cl)c1. Reaction SMILES: [CH3:22][c:23]1[cH:24][cH:25][cH:26][cH:27][cH:28]1.[CH3:29][CH2:30][O:31][CH2:32][CH3:33].[Cl:1][c:2]1[n:3][c:4]([Cl:10])[cH:5][c:6]([CH2:8][OH:9])[cH:7]1.[OH2:21].[S:17]([Cl:18])([Cl:19])=[O:20].[cH:11]1[cH:12][cH:13][n:14][cH:15][cH:16]1>>[Cl:1][c:2]1[n:3][c:4]([Cl:10])[cH:5][c:6]([CH2:8][Cl:19])[cH:7]1. Starting materials: CC(=O)c1cccs1 (effective_coupling_partner), CC(C)(C)C(=O)Oc1cccc2ccccc12 (substrate). The reagents and catalysts are dcypt. Run at temperature 150 celsius, time 24 hour. Yields the product O=C(Cc1cccc2ccccc12)c3cccs3. Starting materials: COC1=C(C=C2C\C(\C(C2=C1)=O)=C/C1=NC=CC=C1C(F)(F)F)N1CCOCC1 ((E)-6-methoxy-5-morpholino-2-((3-(trifluoromethyl)pyridin-2-yl)methylene)-2,3-dihydro-1H-inden-1-one), CO (methanol). The reagents and catalysts are [Pd] (Pd/C). Conditions: time 6 hour. Yields the product COC1(C(C2=CC=C(C=C2C1)N1CCOCC1)=O)CC1=NC=CC=C1C(F)(F)F (methoxy-5-morpholino-2-((3-(trifluoromethyl)pyridin-2-yl)methyl)-2,3-dihydro-1H-inden-1-one). RXN SMILES: CO[C:3]1[CH:11]=[C:10]2[C:6]([CH2:7]/[C:8](=[CH:13]\[C:14]3[C:19]([C:20]([F:23])([F:22])[F:21])=[CH:18][CH:17]=[CH:16][N:15]=3)/[C:9]2=[O:12])=[CH:5][C:4]=1[N:24]1[CH2:29][CH2:28][O:27][CH2:26][CH2:25]1.[CH3:30][OH:31]>[Pd]>[CH3:30][O:31][C:8]1([CH2:13][C:14]2[C:19]([C:20]([F:21])([F:23])[F:22])=[CH:18][CH:17]=[CH:16][N:15]=2)[CH2:7][C:6]2[C:10](=[CH:11][CH:3]=[C:4]([N:24]3[CH2:25][CH2:26][O:27][CH2:28][CH2:29]3)[CH:5]=2)[C:9]1=[O:12]. Procedure: Compound 67 (80 mg, 0.197 mmol) was dissolved in methanol 15 mL, Pd/C 50 mg added, and the reaction stirred under hydrogen balloon for 6 h. The reaction was filtered through celite bed and washed with excess methanol. The organic layer was concentrated to get the crude. The crude was purified by flash chromatography using 100-200 mesh silica gel. The compound was eluted at 26% ethyl acetate in hexane as half white coloured solid compound 68. 1HNMR (400 MHz, CDCl3) δ ppm 8.64 (d, 1H), 7.91 (d, 1H... Starting materials: C(Cl)(Cl)Cl (CHCl3), CO (MeOH), C(C1=CC=CC=C1)OC(=O)N1CCN(CC1)C(=O)C1CCN(CC1)C(=O)OC(C)(C)C (benzyl-4-(1-(tert-butoxycarbonyl)piperidine-4-carbonyl)piperazine-1-carboxylate). Solvent: O1CCOCC1 (1,4-dioxane). Yields the product solution, Cl (hydrogen chloride), N1CCC(CC1)C(=O)N1CCN(CC1)C(=O)OCC1=CC=CC=C1 (Benzyl 4-(piperidine-4-carbonyl)piperazine-1-carboxylate). The yield is 46.0%. Reaction SMILES: [CH2:1]([O:8][C:9]([N:11]1[CH2:16][CH2:15][N:14]([C:17]([CH:19]2[CH2:24][CH2:23][N:22](C(OC(C)(C)C)=O)[CH2:21][CH2:20]2)=[O:18])[CH2:13][CH2:12]1)=[O:10])[C:2]1[CH:7]=[CH:6][CH:5]=[CH:4][CH:3]=1.CO.C(Cl)(Cl)[Cl:35]>O1CCOCC1>[ClH:35].[NH:22]1[CH2:23][CH2:24][CH:19]([C:17]([N:14]2[CH2:13][CH2:12][N:11]([C:9]([O:8][CH2:1][C:2]3[CH:3]=[CH:4][CH:5]=[CH:6][CH:7]=3)=[O:10])[CH2:16][CH2:15]2)=[O:18])[CH2:20][CH2:21]1. Procedure details: General procedure B was subsequently followed using benzyl-4-(1-(tert-butoxycarbonyl)piperidine-4-carbonyl)piperazine-1-carboxylate (330 mg), MeOH (10 mL) and a 4 M solution of hydrogen chloride in 1,4-dioxane (10 mL) to furnish the title compound 12 as a white solid (120 mg, 46%), umax (CHCl3)/cm−1 3016, 2949, 1699, 1639, 1431, 1250, 1227, 1125, 1019; m/z (ESI) C18H26N3O3 requires 332.1969, found [M+H]+ 332.1968. The reactants are ClCCl, COc1cccc2c1CC1=C(O2)C(=O)N(C(CC2CCCCC2)C(=O)O)C1, Nc1nccs1, O, On1nnc2ccccc21. Yields the product COc1cccc2c1CC1=C(O2)C(=O)N(C(CC2CCCCC2)C(=O)Nc2nccs2)C1. RXN SMILES: [CH2:44]([Cl:45])[Cl:46].[CH3:1][O:2][c:3]1[c:4]2[c:24]([cH:25][cH:26][cH:27]1)[O:23][C:7]1=[C:6]([CH2:5]2)[CH2:10][N:9]([CH:11]([C:12](=[O:13])[OH:14])[CH2:15][CH:16]2[CH2:17][CH2:18][CH2:19][CH2:20][CH2:21]2)[C:8]1=[O:22].[NH2:28][c:29]1[s:30][cH:31][cH:32][n:33]1.[OH2:47].[OH:34][n:35]1[c:36]2[cH:37][cH:38][cH:39][cH:40][c:41]2[n:42][n:43]1>>[CH3:1][O:2][c:3]1[c:4]2[c:24]([cH:25][cH:26][cH:27]1)[O:23][C:7]1=[C:6]([CH2:5]2)[CH2:10][N:9]([CH:11]([C:12](=[O:14])[NH:28][c:29]2[s:30][cH:31][cH:32][n:33]2)[CH2:15][CH:16]2[CH2:17][CH2:18][CH2:19][CH2:20][CH2:21]2)[C:8]1=[O:22]. Starting materials: [Br-], C[Mg+], [Cl-], O=C(Cl)CCc1ccc(-c2ccccc2Cl)cc1, [NH4+]. Yields the product CC(=O)CCc1ccc(-c2ccccc2Cl)cc1. As a reaction SMILES: [Br-:19].[CH3:20][Mg+:21].[Cl-:22].[Cl:1][c:2]1[c:3](-[c:8]2[cH:9][cH:10][c:11]([CH2:14][CH2:15][C:16](=[O:17])[Cl:18])[cH:12][cH:13]2)[cH:4][cH:5][cH:6][cH:7]1.[NH4+:23]>>[Cl:1][c:2]1[c:3](-[c:8]2[cH:9][cH:10][c:11]([CH2:14][CH2:15][C:16](=[O:17])[CH3:20])[cH:12][cH:13]2)[cH:4][cH:5][cH:6][cH:7]1. Starting materials: ice water, Cl (HCl), C(C1=CC=CC=C1)(C1=CC=CC=C1)(C1=CC=CC=C1)NC=1SC=C(N1)/C(/C(=O)N[C@H]1[C@@H]2N(C(=C(CS2)OS(=O)(=O)C)C(=O)OC(C2=CC=CC=C2)C2=CC=CC=C2)C1=O)=N/OC(C1=CC=CC=C1)(C1=CC=CC=C1)C1=CC=CC=C1 (diphenylmethyl 7β-[2-(2-tritylaminothiazol-4-yl)-2-(Z)-(trityloxyimino)acetamido]-3-methanesulfonyloxy-3-cephem-4-carboxylate), SC1=CC=NC=C1 (4-mercaptopyridine), C(C)(C)N(C(C)C)CC (N,N-diisopropylethylamine). Run in CN(C)C=O (DMF). Reaction conditions: temperature 5 celsius, time 1 hour. The product is C(C1=CC=CC=C1)(C1=CC=CC=C1)(C1=CC=CC=C1)NC=1SC=C(N1)/C(/C(=O)N[C@H]1[C@@H]2N(C(=C(CS2)SC2=CC=NC=C2)C(=O)OC(C2=CC=CC=C2)C2=CC=CC=C2)C1=O)=N/OC(C1=CC=CC=C1)(C1=CC=CC=C1)C1=CC=CC=C1 (diphenylmethyl 7β-[2-(2-tritylaminothiazol-4-yl)-2-(Z)-(trityloxyimino)acetamido]-3-(4-pyridylthio)-3-cephem-4-carboxylate). Yield: 13.5%. Reaction SMILES: [C:1]([NH:20][C:21]1[S:22][CH:23]=[C:24](/[C:26](=[N:60]/[O:61][C:62]([C:75]2[CH:80]=[CH:79][CH:78]=[CH:77][CH:76]=2)([C:69]2[CH:74]=[CH:73][CH:72]=[CH:71][CH:70]=2)[C:63]2[CH:68]=[CH:67][CH:66]=[CH:65][CH:64]=2)/[C:27]([NH:29][C@@H:30]2[C:58](=[O:59])[N:32]3[C:33]([C:42]([O:44][CH:45]([C:52]4[CH:57]=[CH:56][CH:55]=[CH:54][CH:53]=4)[C:46]4[CH:51]=[CH:50][CH:49]=[CH:48][CH:47]=4)=[O:43])=[C:34](OS(C)(=O)=O)[CH2:35][S:36][C@H:31]23)=[O:28])[N:25]=1)([C:14]1[CH:19]=[CH:18][CH:17]=[CH:16][CH:15]=1)([C:8]1[CH:13]=[CH:12][CH:11]=[CH:10][CH:9]=1)[C:2]1[CH:7]=[CH:6][CH:5]=[CH:4][CH:3]=1.[SH:81][C:82]1[CH:87]=[CH:86][N:85]=[CH:84][CH:83]=1.C(N(CC)C(C)C)(C)C.Cl>CN(C=O)C>[C:1]([NH:20][C:21]1[S:22][CH:23]=[C:24](/[C:26](=[N:60]/[O:61][C:62]([C:63]2[CH:68]=[CH:67][CH:66]=[CH:65][CH:64]=2)([C:75]2[CH:76]=[CH:77][CH:78]=[CH:79][CH:80]=2)[C:69]2[CH:70]=[CH:71][CH:72]=[CH:73][CH:74]=2)/[C:27]([NH:29][C@@H:30]2[C:58](=[O:59])[N:32]3[C:33]([C:42]([O:44][CH:45]([C:46]4[CH:47]=[CH:48][CH:49]=[CH:50][CH:51]=4)[C:52]4[CH:57]=[CH:56][CH:55]=[CH:54][CH:53]=4)=[O:43])=[C:34]([S:81][C:82]4[CH:87]=[CH:86][N:85]=[CH:84][CH:83]=4)[CH2:35][S:36][C@H:31]23)=[O:28])[N:25]=1)([C:2]1[CH:3]=[CH:4][CH:5]=[CH:6][CH:7]=1)([C:14]1[CH:15]=[CH:16][CH:17]=[CH:18][CH:19]=1)[C:8]1[CH:13]=[CH:12][CH:11]=[CH:10][CH:9]=1. Procedure details: To a solution of diphenylmethyl 7β-[2-(2-tritylaminothiazol-4-yl)-2-(Z)-(trityloxyimino)acetamido]-3-methanesulfonyloxy-3-cephem-4-carboxylate (10.01 g, 8.98 m mol) in DMF (200 ml) was added 4-mercaptopyridine (2.00 g, 18.0 m mol) at −15° C., followed by dropwise addition of N,N-diisopropylethylamine (1.16 g, 8.98 m mol). The mixture was stirred at −15° C. for 4.5 hours and at 5° C. for 1 hour. The mixture was poured into a mixture of ice water (1.2 l) and 6N HCl (3 ml) and the precipitates were...